From a dataset of the Open Reaction Database (ORD), a public repository of structured organic reaction records. describe an organic reaction: reactants, conditions, products, and yield Reactants: C1COC2(C(CCC2)CN2C=NC=C2)O1 (2-(lH-imidazol-1-ylmethyl)cyclopentanone ethyleneketal), Cl (hydrochloric acid), [OH-].[K+] (potassium hydroxide). Run at temperature 60 celsius, time 5 hour. Product: N1(C=NC=C1)CC1C(CCC1)=O (2-(lH-imidazol-1-ylmethyl)cyclopentanone). Reaction SMILES: C1O[C:4]2([CH2:8][CH2:7][CH2:6][CH:5]2[CH2:9][N:10]2[CH:14]=[CH:13][N:12]=[CH:11]2)[O:3]C1.Cl.[OH-].[K+]>>[N:10]1([CH2:9][CH:5]2[CH2:6][CH2:7][CH2:8][C:4]2=[O:3])[CH:14]=[CH:13][N:12]=[CH:11]1 |f:2.3|. Procedure details: In an oil bath, 3.5603 g of 2-(lH-imidazol-1-ylmethyl)cyclopentanone ethyleneketal (IV) and 17.8 ml of 2N hydrochloric acid added thereto were stirred at 60° C. for 5 hours. The resultant reaction solution was left cooling. Then, it was neutralized with an aqueous 1N potassium hydroxide solution and extracted with methylene chloride, to obtain an organic layer. This organic layer was washed with water, dried over anhydrous sodium sulfate, and evaporated under a reduced pressure. Reactants: CN(C)C=O, O=C(Cl)Cl, Oc1ccccc1. The product is O=C(Cl)Oc1ccccc1. RXN SMILES: [CH3:12][N:13]([CH3:14])[CH:15]=[O:16].[Cl:8][C:9]([Cl:10])=[O:11].[OH:1][c:2]1[cH:3][cH:4][cH:5][cH:6][cH:7]1>>[O:1]([c:2]1[cH:3][cH:4][cH:5][cH:6][cH:7]1)[C:9]([Cl:8])=[O:11].